From a dataset of the Open Reaction Database (ORD), a public repository of structured organic reaction records. describe an organic reaction: reactants, conditions, products, and yield Starting materials: CC(C)(C)OC(=O)N1CCC(O[Si](C)(C)C(C)(C)C)C1C=O, C1CCOC1, CCOC(=O)CP(=O)(OCC)OCC, [H-], [Na+]. The product is CCOC(=O)C=CC1C(O[Si](C)(C)C(C)(C)C)CCN1C(=O)OC(C)(C)C. RXN SMILES: [C:17]([CH3:18])([CH3:19])([CH3:20])[O:21][C:22](=[O:23])[N:24]1[CH:25]([CH:37]=[O:38])[CH:26]([O:29][Si:30]([CH3:31])([CH3:32])[C:33]([CH3:34])([CH3:35])[CH3:36])[CH2:27][CH2:28]1.[CH2:39]1[O:40][CH2:41][CH2:42][CH2:43]1.[CH3:3][CH2:4][O:5][C:6](=[O:7])[CH2:8][P:9]([O:10][CH2:11][CH3:12])([O:13][CH2:14][CH3:15])=[O:16].[H-:2].[Na+:1]>>[CH3:3][CH2:4][O:5][C:6](=[O:7])[CH:8]=[CH:37][CH:25]1[N:24]([C:22]([O:21][C:17]([CH3:18])([CH3:19])[CH3:20])=[O:23])[CH2:28][CH2:27][CH:26]1[O:29][Si:30]([CH3:31])([CH3:32])[C:33]([CH3:34])([CH3:35])[CH3:36]. The reactants are O=C([O-])[O-], CO, COC(=O)c1ccc(C=O)cc1, [I-], [K+], [K+], O, c1ccc([P+](Cc2n[nH]c3ccccc23)(c2ccccc2)c2ccccc2)cc1. Product: COC(=O)c1ccc(C=Cc2n[nH]c3ccccc23)cc1. As a reaction SMILES: [C:43](=[O:44])([O-:45])[O-:46].[CH3:50][OH:51].[CH:31](=[O:32])[c:33]1[cH:34][cH:35][c:36]([C:37](=[O:38])[O:39][CH3:40])[cH:41][cH:42]1.[I-:1].[K+:47].[K+:48].[OH2:49].[nH:2]1[n:3][c:4]([CH2:11][P+:12]([c:13]2[cH:14][cH:15][cH:16][cH:17][cH:18]2)([c:19]2[cH:20][cH:21][cH:22][cH:23][cH:24]2)[c:25]2[cH:26][cH:27][cH:28][cH:29][cH:30]2)[c:5]2[cH:6][cH:7][cH:8][cH:9][c:10]12>>[nH:2]1[n:3][c:4]([CH:11]=[CH:31][c:33]2[cH:34][cH:35][c:36]([C:37](=[O:38])[O:39][CH3:40])[cH:41][cH:42]2)[c:5]2[cH:6][cH:7][cH:8][cH:9][c:10]12. The reactants are ClCC(=O)N1C2=C(NC(C3=C1C=CC=C3)=O)C=CC=N2 (11-chloroacetyl-5,11-dihydro-6H-pyrido[2,3-b][1,4]benzodiazepin-6-one), C(C=C)N1CCNCC1 (1-allyl-piperazine). The solvent is C(C)O (ethanol). Product: C(C=C)N1CCN(CC1)CC(=O)N1C2=C(NC(C3=C1C=CC=C3)=O)C=CC=N2 (11-[(4-Allyl-1-piperazinyl)acetyl]-5,11-dihydro-6H-pyrido[2,3-b]-[1,4]benzodiazepin-6-one). RXN SMILES: Cl[CH2:2][C:3]([N:5]1[C:11]2[CH:12]=[CH:13][CH:14]=[CH:15][C:10]=2[C:9](=[O:16])[NH:8][C:7]2[CH:17]=[CH:18][CH:19]=[N:20][C:6]1=2)=[O:4].[CH2:21]([N:24]1[CH2:29][CH2:28][NH:27][CH2:26][CH2:25]1)[CH:22]=[CH2:23]>C(O)C>[CH2:21]([N:24]1[CH2:29][CH2:28][N:27]([CH2:2][C:3]([N:5]2[C:11]3[CH:12]=[CH:13][CH:14]=[CH:15][C:10]=3[C:9](=[O:16])[NH:8][C:7]3[CH:17]=[CH:18][CH:19]=[N:20][C:6]2=3)=[O:4])[CH2:26][CH2:25]1)[CH:22]=[CH2:23]. Procedure: 8.62 gm of 11-chloroacetyl-5,11-dihydro-6H-pyrido[2,3-b][1,4]benzodiazepin-6-one and 8.3 gm of 1-allyl-piperazine were refluxed in 100 ml of ethanol for 2 hours. The reaction mixture was then evaporated, and the crystalline precipitate was subsequently recrystallized from 30 ml of isopropanol and then from 94% ethanol in the presence of activated charcoal. Starting materials: CCOC(=O)c1cnc(CC)s1, CO, [Na+], [OH-]. Product: CCc1ncc(C(=O)O)s1. RXN SMILES: [CH2:1]([CH3:2])[c:3]1[s:4][c:5]([C:8](=[O:9])[O:10][CH2:11][CH3:12])[cH:6][n:7]1.[CH3:15][OH:16].[Na+:14].[OH-:13]>>[CH2:1]([CH3:2])[c:3]1[s:4][c:5]([C:8](=[O:9])[OH:10])[cH:6][n:7]1.